This data is from the Open Reaction Database (ORD), a public repository of structured organic reaction records. The task is: describe an organic reaction: reactants, conditions, products, and yield The reactants are C(#C)C1=CC=C(C=N1)CN1C(C=CC(=C1)C1=CC=C(C=C1)OC)=O (1-((6-ethynylpyridin-3-yl)methyl)-5-(4-methoxyphenyl)pyridin-2(1H)-one). Run in CO (MeOH). Isolated yield 62.4%. Reagents/catalysts: [Pd] (Pd/C). RXN SMILES: [C:1]([C:3]1[N:8]=[CH:7][C:6]([CH2:9][N:10]2[CH:15]=[C:14]([C:16]3[CH:21]=[CH:20][C:19]([O:22][CH3:23])=[CH:18][CH:17]=3)[CH:13]=[CH:12][C:11]2=[O:24])=[CH:5][CH:4]=1)#[CH:2]>CO.[Pd]>[CH2:1]([C:3]1[N:8]=[CH:7][C:6]([CH2:9][N:10]2[CH:15]=[C:14]([C:16]3[CH:17]=[CH:18][C:19]([O:22][CH3:23])=[CH:20][CH:21]=3)[CH:13]=[CH:12][C:11]2=[O:24])=[CH:5][CH:4]=1)[CH3:2]. Procedure: According to Scheme 33 Step 3: To a suspension of Pd/C 10% (0.05 eq) in MeOH (10 mL) under N2 atmosphere, a solution of 1-((6-ethynylpyridin-3-yl)methyl)-5-(4-methoxyphenyl)pyridin-2(1H)-one (0.15 mmol, 48 mg) was added at room temperature. The flask was evacuated and filled with hydrogen until the pressure reached 20 psi. The resulting suspension was shaken at room temperature for 1 hour. The catalyst was filtered off and the filtrate was evaporated under vacuum to give a residue. The residue w... Yields the product C(C)C1=CC=C(C=N1)CN1C(C=CC(=C1)C1=CC=C(C=C1)OC)=O (1-((6-ethylpyridin-3-yl)methyl)-5-(4-methoxyphenyl)pyridin-2(1H)-one). Run at time 1 hour.